describe an organic reaction: reactants, conditions, products, and yield From a dataset of the Open Reaction Database (ORD), a public repository of structured organic reaction records. The reactants are FC1=C(C=CC(=C1)F)[C@@]1(O[C@H]1C)CN1N=CN=C1 ((2R,3S)-2-(2,4-difluorophenyl)-3-methyl-2-[(1H-1,2,4-triazole-1-yl)methyl]oxirane), C=C1CCNCC1 (4-methylenepiperidine), O.C1(=CC=C(C=C1)S(=O)(=O)O)C (p-toluenesulfonic acid monohydrate). The solvent is C(C)(C)O (isopropyl alcohol), aqueous solution. Run at temperature 90 celsius, time 8 hour. The product is C1(=CC=C(C=C1)S(=O)(=O)O[C@](CN1N=CN=C1)([C@@H](C)N1CCC(CC1)=C)C1=C(C=C(C=C1)F)F)C ((2R,3R)-2-(2,4-difluorophenyl)-3-(4-methylenepiperidine-1-yl)-1-(1H-1,2,4-triazole-1-yl)butane-2-ol p-toluenesulfonate). As a reaction SMILES: [F:1][C:2]1[CH:7]=[C:6]([F:8])[CH:5]=[CH:4][C:3]=1[C@@:9]1([CH2:13][N:14]2[CH:18]=[N:17][CH:16]=[N:15]2)[C@H:11]([CH3:12])[O:10]1.O.[C:20]1([CH3:30])[CH:25]=[CH:24][C:23]([S:26]([OH:29])(=[O:28])=O)=[CH:22][CH:21]=1.[CH2:31]=[C:32]1[CH2:37][CH2:36][NH:35][CH2:34][CH2:33]1>C(O)(C)C>[C:20]1([CH3:30])[CH:21]=[CH:22][C:23]([S:26]([O:10][C@@:9]([C:3]2[CH:4]=[CH:5][C:6]([F:8])=[CH:7][C:2]=2[F:1])([C@H:11]([N:35]2[CH2:36][CH2:37][C:32](=[CH2:31])[CH2:33][CH2:34]2)[CH3:12])[CH2:13][N:14]2[CH:18]=[N:17][CH:16]=[N:15]2)(=[O:28])=[O:29])=[CH:24][CH:25]=1 |f:1.2|. Procedure: There was dissolved 17.59 g (70 mmol) of (2R,3S)-2-(2,4-difluorophenyl)-3-methyl-2-[(1H-1,2,4-triazole-1-yl)methyl]oxirane in 113 g of an aqueous solution of 4-methylenepiperidine (content: 61%) and the obtained solution was refluxed with heating at 90° C. for 21 hours. After the reaction, an excess of 4-methylenepiperidine was removed under reduced pressure, and the residue was dissolved in 140 ml of isopropyl alcohol and thereto was added 13.32 g (70 mmol) of p-toluenesulfonic acid monohydrate... Reactants: S(O)(O)(=O)=O (sulfuric acid), O(C1=CC=CC=C1)C1=C(C=O)C=CC(=C1)C(F)(F)F (2-phenoxy-4-trifluoromethyl-benzaldehyde), C(CNC(=O)C1=CC=CC=C1)(=O)O (hippuric acid), C(C)(=O)[O-].[Na+] (sodium acetate). The solvent is C(C)(=O)OC(C)=O (acetic anhydride), O (water). Conditions: temperature 85 celsius. Product: FC(C=1C=CC2=C(OC3=C(C(=C2)C(=O)O)C=CC=C3)C1)(F)F (3-trifluoromethyl-dibenz[b,f]oxepine-10-carboxylic acid). Yield: 65.0%. RXN SMILES: [O:1]([C:8]1[CH:15]=[C:14]([C:16]([F:19])([F:18])[F:17])[CH:13]=[CH:12][C:9]=1[CH:10]=O)[C:2]1[CH:7]=[CH:6][CH:5]=[CH:4][CH:3]=1.[C:20]([OH:32])(=[O:31])[CH2:21]NC(C1C=CC=CC=1)=O.C([O-])(=O)C.[Na+].S(=O)(=O)(O)O>C(OC(=O)C)(=O)C.O>[F:17][C:16]([F:19])([F:18])[C:14]1[CH:13]=[CH:12][C:9]2[CH:10]=[C:21]([C:20]([OH:32])=[O:31])[C:3]3[CH:4]=[CH:5][CH:6]=[CH:7][C:2]=3[O:1][C:8]=2[CH:15]=1 |f:2.3|. Reported procedure: A mixture of 10.0 g (37.59 mmol) of 2-phenoxy-4-trifluoromethyl-benzaldehyde, 10.09 g (56.40 mmol) of hippuric acid and 3.70 g (45.10 mmol) of sodium acetate in 38 ml of acetic anhydride is heated at 85° C. for 80 minutes, then cooled to 32° C. 19 ml of water are added and the mixture is heated at 65° C. for 30 minutes. After cooling the mixture to approximately 5° C., 19 ml of concentrated sulfuric acid are added dropwise and the mixture is then heated under reflux (bath: 140° C.) for 2 hours. ... The reactants are Brc1nccs1, COCCOC, CCOC(C)=O, O=Cc1ccc(B(O)O)cc1, [Na+], O=C([O-])O, O, c1ccc(P(c2ccccc2)(c2ccccc2)[Pd](P(c2ccccc2)(c2ccccc2)c2ccccc2)(P(c2ccccc2)(c2ccccc2)c2ccccc2)P(c2ccccc2)(c2ccccc2)c2ccccc2)cc1. Yields the product O=Cc1ccc(-c2nccs2)cc1. RXN SMILES: [Br:17][c:18]1[s:19][cH:20][cH:21][n:22]1.[CH3:24][O:25][CH2:26][CH2:27][O:28][CH3:29].[CH3:30][CH2:31][O:32][C:33](=[O:34])[CH3:35].[CH:6](=[O:7])[c:8]1[cH:9][cH:10][c:11]([B:14]([OH:15])[OH:16])[cH:12][cH:13]1.[Na+:5].[O-:1][C:2]([OH:3])=[O:4].[OH2:23].[cH:36]1[cH:37][cH:38][c:39]([P:40]([Pd:41]([P:42]([c:43]2[cH:44][cH:45][cH:46][cH:47][cH:48]2)([c:49]2[cH:50][cH:51][cH:52][cH:53][cH:54]2)[c:55]2[cH:56][cH:57][cH:58][cH:59][cH:60]2)([P:61]([c:62]2[cH:63][cH:64][cH:65][cH:66][cH:67]2)([c:68]2[cH:69][cH:70][cH:71][cH:72][cH:73]2)[c:74]2[cH:75][cH:76][cH:77][cH:78][cH:79]2)[P:80]([c:81]2[cH:82][cH:83][cH:84][cH:85][cH:86]2)([c:87]2[cH:88][cH:89][cH:90][cH:91][cH:92]2)[c:93]2[cH:94][cH:95][cH:96][cH:97][cH:98]2)([c:99]2[cH:100][cH:101][cH:102][cH:103][cH:104]2)[c:105]2[cH:106][cH:107][cH:108][cH:109][cH:110]2)[cH:111][cH:112]1>>[CH:6](=[O:7])[c:8]1[cH:9][cH:10][c:11](-[c:18]2[s:19][cH:20][cH:21][n:22]2)[cH:12][cH:13]1.